This data is from the Open Reaction Database (ORD), a public repository of structured organic reaction records. The task is: describe an organic reaction: reactants, conditions, products, and yield Reactants: C(C)(=O)C1=CC2=C(S1)C(=C(C(=C2)OC)Cl)Cl (2-acetyl-6,7-dichloro-5-methoxybenzo[b]thiophene), Cl.N1=CC=CC=C1 (pyridine hydrochloride). Yields the product C(C)(=O)C1=CC2=C(S1)C(=C(C(=C2)O)Cl)Cl (2-acetyl-6,7-dichloro-5-hydroxybenzo[b]thiophene). Yield: 56.6%. Reaction SMILES: [C:1]([C:4]1[S:8][C:7]2[C:9]([Cl:16])=[C:10]([Cl:15])[C:11]([O:13]C)=[CH:12][C:6]=2[CH:5]=1)(=[O:3])[CH3:2].Cl.N1C=CC=CC=1>>[C:1]([C:4]1[S:8][C:7]2[C:9]([Cl:16])=[C:10]([Cl:15])[C:11]([OH:13])=[CH:12][C:6]=2[CH:5]=1)(=[O:3])[CH3:2] |f:1.2|. Procedure: A mixture of 9.5 g of 2-acetyl-6,7-dichloro-5-methoxybenzo[b]thiophene and 95 g of pyridine hydrochloride is heated at 185°-200° for four and one-half hours and allowed to cool. While still fluid in nature, the reaction mixture is poured onto ice and the resulting aqueous mixture is extracted three times with ethyl acetate. The organic fractions are combined, washed one time with water, two times with 2N hydrochloric acid, dried over anhydrous magnesium sulfate and evaporated. The residue is rec... Reactants: CC(=O)O[BH-](OC(C)=O)OC(C)=O, Cc1ccccc1, CC(=O)O, COc1ccc(F)cc1C(C)(C)CC(O)(C=O)C(F)(F)F, Cc1ccc2c(N)cccc2n1, [Na+]. The product is COc1ccc(F)cc1C(C)(C)CC(O)(CNc1cccc2nc(C)ccc12)C(F)(F)F. RXN SMILES: [C:34]([O:35][BH-:36]([O:37][C:38](=[O:39])[CH3:40])[O:41][C:42](=[O:43])[CH3:44])(=[O:45])[CH3:46].[CH3:48][c:49]1[cH:50][cH:51][cH:52][cH:53][cH:54]1.[CH3:55][C:56](=[O:57])[OH:58].[F:1][c:2]1[cH:3][cH:4][c:5]([O:20][CH3:21])[c:6]([C:8]([CH2:9][C:10]([CH:11]=[O:12])([C:13]([F:14])([F:15])[F:16])[OH:17])([CH3:18])[CH3:19])[cH:7]1.[NH2:22][c:23]1[c:24]2[cH:25][cH:26][c:27]([CH3:33])[n:28][c:29]2[cH:30][cH:31][cH:32]1.[Na+:47]>>[F:1][c:2]1[cH:3][cH:4][c:5]([O:20][CH3:21])[c:6]([C:8]([CH2:9][C:10]([CH2:11][NH:22][c:23]2[c:24]3[cH:25][cH:26][c:27]([CH3:33])[n:28][c:29]3[cH:30][cH:31][cH:32]2)([C:13]([F:14])([F:15])[F:16])[OH:17])([CH3:18])[CH3:19])[cH:7]1. Starting materials: O=C1CCC(=O)N1Br, CN(C(=O)Oc1ccn(Cc2ccccc2)c(=O)c1)c1ccccc1, ClCCl. The product is CN(C(=O)Oc1ccn(Cc2ccccc2)c(=O)c1Br)c1ccccc1. Reaction SMILES: [Br:26][N:27]1[C:28](=[O:29])[CH2:30][CH2:31][C:32]1=[O:33].[CH3:1][N:2]([C:3]([O:4][c:5]1[cH:6][c:7](=[O:18])[n:8]([CH2:11][c:12]2[cH:13][cH:14][cH:15][cH:16][cH:17]2)[cH:9][cH:10]1)=[O:19])[c:20]1[cH:21][cH:22][cH:23][cH:24][cH:25]1.[Cl:34][CH2:35][Cl:36]>>[CH3:1][N:2]([C:3]([O:4][c:5]1[c:6]([Br:26])[c:7](=[O:18])[n:8]([CH2:11][c:12]2[cH:13][cH:14][cH:15][cH:16][cH:17]2)[cH:9][cH:10]1)=[O:19])[c:20]1[cH:21][cH:22][cH:23][cH:24][cH:25]1. The reactants are CC(=O)OC(C)=O, C=C1CC2(CC)C(=O)CC(O)C2C2CCC3=CC(=O)CCC3C12, c1ccncc1. RXN SMILES: [CH3:24][C:25](=[O:26])[O:27][C:28](=[O:29])[CH3:30].[OH:1][CH:2]1[CH2:3][C:4](=[O:23])[C:5]2([CH2:6][CH3:7])[CH:8]1[CH:9]1[CH2:10][CH2:11][C:12]3=[CH:13][C:14](=[O:22])[CH2:15][CH2:16][CH:17]3[CH:18]1[C:19](=[CH2:21])[CH2:20]2.[cH:31]1[cH:32][cH:33][n:34][cH:35][cH:36]1>>[O:1]([CH:2]1[CH2:3][C:4](=[O:23])[C:5]2([CH2:6][CH3:7])[CH:8]1[CH:9]1[CH2:10][CH2:11][C:12]3=[CH:13][C:14](=[O:22])[CH2:15][CH2:16][CH:17]3[CH:18]1[C:19](=[CH2:21])[CH2:20]2)[C:25]([CH3:24])=[O:26]. Yields the product C=C1CC2(CC)C(=O)CC(OC(C)=O)C2C2CCC3=CC(=O)CCC3C12. Reactants: COC(C)(C)C, C1CCOC1, CC#N, O=C(O)CN1N=C(C2CCCCC2)c2ccccc2N(CC(=O)C2CCCC2)C1=O, CCN(C(C)C)C(C)C, Cl, Nc1cccc(-c2nc(=O)o[nH]2)c1, O=S(Cl)Cl, c1ccncc1. Yields the product O=C(CN1N=C(C2CCCCC2)c2ccccc2N(CC(=O)C2CCCC2)C1=O)Nc1cccc(-c2nc(=O)o[nH]2)c1. RXN SMILES: [C:67]([O:68][CH3:69])([CH3:70])([CH3:71])[CH3:72].[CH2:73]1[O:74][CH2:75][CH2:76][CH2:77]1.[CH3:64][C:65]#[N:66].[CH:1]1([C:7]2=[N:13][N:12]([CH2:14][C:15](=[O:16])[OH:17])[C:11](=[O:18])[N:10]([CH2:19][C:20](=[O:21])[CH:22]3[CH2:23][CH2:24][CH2:25][CH2:26]3)[c:9]3[c:8]2[cH:30][cH:29][cH:28][cH:27]3)[CH2:2][CH2:3][CH2:4][CH2:5][CH2:6]1.[CH:49]([N:50]([CH2:51][CH3:52])[CH:53]([CH3:54])[CH3:55])([CH3:56])[CH3:57].[ClH:48].[NH2:35][c:36]1[cH:37][c:38](-[c:42]2[nH:43][o:44][c:45](=[O:47])[n:46]2)[cH:39][cH:40][cH:41]1.[S:31]([Cl:32])([Cl:33])=[O:34].[cH:58]1[cH:59][cH:60][n:61][cH:62][cH:63]1>>[CH:1]1([C:7]2=[N:13][N:12]([CH2:14][C:15](=[O:16])[NH:35][c:36]3[cH:37][c:38](-[c:42]4[nH:43][o:44][c:45](=[O:47])[n:46]4)[cH:39][cH:40][cH:41]3)[C:11](=[O:18])[N:10]([CH2:19][C:20](=[O:21])[CH:22]3[CH2:23][CH2:24][CH2:25][CH2:26]3)[c:9]3[c:8]2[cH:30][cH:29][cH:28][cH:27]3)[CH2:2][CH2:3][CH2:4][CH2:5][CH2:6]1.